Dataset: the Open Reaction Database (ORD), a public repository of structured organic reaction records. Task: describe an organic reaction: reactants, conditions, products, and yield Starting materials: S1C=C(C2=C1C=CC=C2)CC#N (1-benzothien-3-ylacetonitrile), [OH-].[Na+] (NaOH), [H-].[Al+3].[Li+].[H-].[H-].[H-] (lithium aluminium hydride), [Cl-].[Al+3].[Cl-].[Cl-] (aluminium chloride). Solvent: CCOCC (ether), CCOCC (ether), CCOCC (ether). Run at time 5 minute. Yields the product Cl.S1C=C(C2=C1C=CC=C2)CCN (2-(1-Benzothien-3-yl)ethanamine hydrochloride). As a reaction SMILES: [H-].[Al+3].[Li+].[H-].[H-].[H-].[Cl-:7].[Al+3].[Cl-].[Cl-].[S:11]1[C:15]2[CH:16]=[CH:17][CH:18]=[CH:19][C:14]=2[C:13]([CH2:20][C:21]#[N:22])=[CH:12]1.[OH-].[Na+]>CCOCC>[ClH:7].[S:11]1[C:15]2[CH:16]=[CH:17][CH:18]=[CH:19][C:14]=2[C:13]([CH2:20][CH2:21][NH2:22])=[CH:12]1 |f:0.1.2.3.4.5,6.7.8.9,11.12,14.15|. Reported procedure: To a slurry of lithium aluminium hydride (0.6 g, 15.16 mmol) in ether (25 mL) was added, under N2, a slurry of aluminium chloride (2.1 g, 15.1 mmol) in dry ether. After 5 min, a solution of 1-benzothien-3-ylacetonitrile (2.5, 14.4 mmol) in ether (25 mL) was slowly added over 10 min. Upon completion of the addition, the resulting reaction mixture was refluxed for 18 h, cooled and neutralized with 6N NaOH and extracted with ethyl acetate (2×50 mL). The combined organic extracts were dried over anh... The reactants are C(=C)C(=O)C (Methyl vinyl ketone), S(O)(O)(=O)=O (sulfuric acid), C(OC)(OC)OC (trimethyl orthoformate), CC=1C(=C(C(=C(O)C1)C)C)O (trimethyl hydroquinone). Solvent: CO (methanol), C(C)OCC (diethyl ether). Conditions: time 48 hour. Yields the product OC=1C(=C2CCC(OC2=C(C1C)C)(C)OC)C (6-hydroxy-2-methoxy-2,5,7,8-tetramethylchroman). The yield is 66.5%. RXN SMILES: S(=O)(=O)(O)O.[CH:6](OC)(OC)OC.[CH3:13][C:14]1[C:15]([OH:23])=[C:16]([CH3:22])[C:17]([CH3:21])=[C:18]([CH:20]=1)[OH:19].[CH:24]([C:26]([CH3:28])=[O:27])=[CH2:25]>CO.C(OCC)C>[OH:23][C:15]1[C:14]([CH3:13])=[C:20]2[C:18](=[C:17]([CH3:21])[C:16]=1[CH3:22])[O:19][C:26]([O:27][CH3:6])([CH3:28])[CH2:24][CH2:25]2. Reported procedure: Concentrated sulfuric acid (0.8 mL) was added dropwise to a solution of trimethyl orthoformate (Aldrich, 48.5 g, 457.0 mmol) and trimethyl hydroquinone (Aldrich, 50.0 g, 328.5 mol) in methanol (200 mL), cooled by a water/ice bath. Methyl vinyl ketone (Aldrich, 46.05 g, 657.0 mmol) was added slowly (1.5 h) to the reaction mixture while the reaction mixture was cooled by an ice/water bath. A pasty slurry formed. The reaction mixture was allowed to come to ambient temperature and was stirred at amb... Reactants: CC(C)(C)OC(=O)Nc1ccc2c(c1)CC(CI)C2, O=C([O-])[O-], Cc1cc2nc(C)n(C3CCNCC3)c2cn1, CC#N, [Cs+], [Cs+]. Product: Cc1cc2nc(C)n(C3CCN(CC4Cc5ccc(NC(=O)OC(C)(C)C)cc5C4)CC3)c2cn1. Reaction SMILES: [C:18]([CH3:19])([CH3:20])([CH3:21])[O:22][C:23]([NH:24][c:25]1[cH:26][c:27]2[c:31]([cH:32][cH:33]1)[CH2:30][CH:29]([CH2:34][I:35])[CH2:28]2)=[O:36].[C:37](=[O:38])([O-:39])[O-:40].[CH3:1][c:2]1[n:3][c:4]2[c:5]([cH:6][n:7][c:8]([CH3:10])[cH:9]2)[n:11]1[CH:12]1[CH2:13][CH2:14][NH:15][CH2:16][CH2:17]1.[CH3:43][C:44]#[N:45].[Cs+:41].[Cs+:42]>>[CH3:1][c:2]1[n:3][c:4]2[c:5]([cH:6][n:7][c:8]([CH3:10])[cH:9]2)[n:11]1[CH:12]1[CH2:13][CH2:14][N:15]([CH2:34][CH:29]2[CH2:28][c:27]3[cH:26][c:25]([NH:24][C:23]([O:22][C:18]([CH3:19])([CH3:20])[CH3:21])=[O:36])[cH:33][cH:32][c:31]3[CH2:30]2)[CH2:16][CH2:17]1. Reactants: 4.8, [Na] (sodium), 6, CC=1C(=NC=CC1)CN1CCCC1 (3-methyl-2-(pyrrolidin-1-yl)methyl pyridine). Run in alcohol, ice. Product: CC1C(NCCC1)CN1CCCC1 (3-methyl-2-(pyrrolidin-1-yl)methyl piperidine). As a reaction SMILES: [CH3:1][C:2]1[C:3]([CH2:8][N:9]2[CH2:13][CH2:12][CH2:11][CH2:10]2)=[N:4][CH:5]=[CH:6][CH:7]=1.[Na]>>[CH3:1][CH:2]1[CH2:7][CH2:6][CH2:5][NH:4][CH:3]1[CH2:8][N:9]1[CH2:13][CH2:12][CH2:11][CH2:10]1 |^1:13|. Procedure: g 6 (0.034 moles) of 3-methyl-2-(pyrrolidin-1-yl)methyl pyridine were dissolved in 120 ml of isoamilic alcohol and under nitrogen atmosphere, at 120° C., g 4.8 (0.21 moles) of sodium were added in small portions during 4 hours. The yellow solution obtained was kept at 120° C. for an additional hour, and then cooled and poured in 30 g of ice. The organic layer was separated and the acqueous layer was extracted twice with ether; the combined organic layer was then extracted with two 80 ml portions... Starting materials: NC1=C(C=C(C=C1)Cl)C(=O)C1=CC=CC=C1 ((2-amino-5-chlorophenyl)(phenyl)methanone), C(C)(C)C(CC(=O)OCC)=O (ethyl 3-isopropyl-3-oxopropanoate). Yields the product C(C)OC(=O)C=1C(=NC2=CC=C(C=C2C1C1=CC=CC=C1)Cl)C(C)C (6-Chloro-2-isopropyl-4-phenyl-quinoline-3-carboxylic acid ethyl ester). RXN SMILES: [NH2:1][C:2]1[CH:7]=[CH:6][C:5]([Cl:8])=[CH:4][C:3]=1[C:9]([C:11]1[CH:16]=[CH:15][CH:14]=[CH:13][CH:12]=1)=O.[CH:17]([C:20](=O)[CH2:21][C:22]([O:24][CH2:25][CH3:26])=[O:23])([CH3:19])[CH3:18]>>[CH2:25]([O:24][C:22]([C:21]1[C:20]([CH:17]([CH3:19])[CH3:18])=[N:1][C:2]2[C:3]([C:9]=1[C:11]1[CH:16]=[CH:15][CH:14]=[CH:13][CH:12]=1)=[CH:4][C:5]([Cl:8])=[CH:6][CH:7]=2)=[O:23])[CH3:26]. Procedure details: The title compound was prepared in analogy to example 1 step A using (2-amino-5-chlorophenyl)(phenyl)methanone and ethyl 3-isopropyl-3-oxopropanoate as starting materials. The reactants are COC(CC(CC)=O)=O (3-oxo-pentanoic acid methyl ester), CN (methylamine). Yields the product COC(C=C(CC)NC)=O (3-Methylamino-pent-2-enoic acid methyl ester). RXN SMILES: [CH3:1][O:2][C:3](=[O:9])[CH2:4][C:5](=O)[CH2:6][CH3:7].[CH3:10][NH2:11]>>[CH3:1][O:2][C:3](=[O:9])[CH:4]=[C:5]([NH:11][CH3:10])[CH2:6][CH3:7]. Procedure details: Prepared according to the procedure described in Example 1, Step 1, using 3-oxo-pentanoic acid methyl ester and methylamine. Starting materials: O=C1C=CCCC1, C[O-], CO, [Cl-], [NH4+], [Na+], COC(=O)CS(=O)(=O)c1ccccc1. Yields the product COC(=O)C(C1CCCC(=O)C1)S(=O)(=O)c1ccccc1. RXN SMILES: [C:18]1(=[O:24])[CH:19]=[CH:20][CH2:21][CH2:22][CH2:23]1.[CH3:15][O-:16].[CH3:25][OH:26].[Cl-:27].[NH4+:28].[Na+:17].[c:1]1([S:7](=[O:8])(=[O:9])[CH2:10][C:11](=[O:12])[O:13][CH3:14])[cH:2][cH:3][cH:4][cH:5][cH:6]1>>[c:1]1([S:7](=[O:8])(=[O:9])[CH:10]([C:11](=[O:12])[O:13][CH3:14])[CH:20]2[CH2:19][C:18](=[O:24])[CH2:23][CH2:22][CH2:21]2)[cH:2][cH:3][cH:4][cH:5][cH:6]1. Starting materials: CC(C)(C)OC(=O)N1CC=CCC1, O=C(OO)c1ccccc1Cl, ClCCl. The product is CC(C)(C)OC(=O)N1CCC2OC2C1. Reaction SMILES: [C:1](=[O:2])([O:3][C:4]([CH3:5])([CH3:6])[CH3:7])[N:8]1[CH2:9][CH:10]=[CH:11][CH2:12][CH2:13]1.[Cl:14][c:15]1[c:16]([C:17]([O:18][OH:19])=[O:22])[cH:20][cH:21][cH:23][cH:24]1.[Cl:25][CH2:26][Cl:27]>>[C:1](=[O:2])([O:3][C:4]([CH3:5])([CH3:6])[CH3:7])[N:8]1[CH2:9][CH:10]2[CH:11]([CH2:12][CH2:13]1)[O:22]2. Reactants: ClC=1C2=C(N=CN1)NC=C2Cl (4,5-Dichloro-7H-pyrrolo[2,3-d]pyrimidine), Cl (HCl), C(C)(C)(C)O (tert-butanol), N1CCCCC1 (piperidine). The solvent is O (water). Product: ClC1=CNC=2N=CN=C(C21)N2CCCCC2 (5-Chloro-4-piperidin-1-yl-7H-pyrrolo[2,3-d]pyrimidine). Yield: 63.4%. As a reaction SMILES: Cl[C:2]1[C:3]2[C:10]([Cl:11])=[CH:9][NH:8][C:4]=2[N:5]=[CH:6][N:7]=1.C(O)(C)(C)C.[NH:17]1[CH2:22][CH2:21][CH2:20][CH2:19][CH2:18]1.Cl>O>[Cl:11][C:10]1[C:3]2[C:2]([N:17]3[CH2:22][CH2:21][CH2:20][CH2:19][CH2:18]3)=[N:7][CH:6]=[N:5][C:4]=2[NH:8][CH:9]=1. Procedure details: The product from Method I (57 mg, 0.3 mmol) was suspended in 3:0 mL of tert-butanol and to this solution was added piperidine (90 μL, 0.9 mmol) and the resulting system heated at reflux for 1 hour. The reaction mixture was cooled to room temperature and water was added (4.0 mL). The solution was adjusted to pH 1 with 1 N HCl and then washed with ether. The aqueous layer was removed and adjusted to pH 12 with 2 N NaOH. The solution was then extracted 2×15 mL with dichloromethane and the combined ...